This data is from the Open Reaction Database (ORD), a public repository of structured organic reaction records. The task is: describe an organic reaction: reactants, conditions, products, and yield Isolated yield 94.1%. Run in C(C)(=O)O (acetic acid). Starting materials: COC1=CC=C(OC2=CC(=C(C(=C2)C)C=2N=C(SC2)NC(C)=O)C)C=C1 (N-{4-(4-(4-Methoxyphenoxy)-2,6-dimethylphenyl)thiazol-2-yl}acetamide), BrBr (bromine), O (water). Procedure: To a solution of N-{4-(4-(4-methoxyphenoxy)-2,6-dimethylphenyl)thiazol-2-yl}acetamide (2-2, 465 mg, 1.3 mmol) in acetic acid (10.2 mL) was added bromine (0.060 mL, 1.3 mmol) dropwisely. The reaction was stirred at room temperature for 4.0 h. The solution was added with water and extracted with ethyl acetate. The organic layer was washed with brine, dried over anhydrous MgSO4(s), and concentrated under reduced pressure to give N-{5-bromo-4-(4-(4-methoxyphenoxy)-2,6-dimethylphenyl)thiazol-2-yl}ace... Yields the product BrC1=C(N=C(S1)NC(C)=O)C1=C(C=C(C=C1C)OC1=CC=C(C=C1)OC)C (N-{5-Bromo-4-(4-(4-methoxyphenoxy)-2,6-dimethylphenyl)thiazol-2-yl}acetamide). Run at time 4 hour. As a reaction SMILES: [CH3:1][O:2][C:3]1[CH:26]=[CH:25][C:6]([O:7][C:8]2[CH:13]=[C:12]([CH3:14])[C:11]([C:15]3[N:16]=[C:17]([NH:20][C:21](=[O:23])[CH3:22])[S:18][CH:19]=3)=[C:10]([CH3:24])[CH:9]=2)=[CH:5][CH:4]=1.[Br:27]Br.O>C(O)(=O)C>[Br:27][C:19]1[S:18][C:17]([NH:20][C:21](=[O:23])[CH3:22])=[N:16][C:15]=1[C:11]1[C:10]([CH3:24])=[CH:9][C:8]([O:7][C:6]2[CH:5]=[CH:4][C:3]([O:2][CH3:1])=[CH:26][CH:25]=2)=[CH:13][C:12]=1[CH3:14]. Starting materials: N1=C(NC2=NC=CC=C21)C=2C=CC(=C(C2)[N+](=O)[O-])OC (5-(3H-Imidazo[4,5-b]pyridin-2-yl)-2-methoxy-nitrobenzene). Reagents/catalysts: [Zn] (zinc), [Zn] (zinc). Run in C(C)(=O)O (acetic acid). Reaction conditions: time 3 hour. The product is N1=C(NC2=NC=CC=C21)C=2C=CC(=C(C2)N)OC (5-(3H-imidazo[4,5-b]pyridin-2-yl)-2-methoxy-phenylamine). Isolated yield 11.4%. Reaction SMILES: [N:1]1[C:9]2[C:4](=[N:5][CH:6]=[CH:7][CH:8]=2)[NH:3][C:2]=1[C:10]1[CH:11]=[CH:12][C:13]([O:19][CH3:20])=[C:14]([N+:16]([O-])=O)[CH:15]=1>C(O)(=O)C.[Zn]>[N:1]1[C:9]2[C:4](=[N:5][CH:6]=[CH:7][CH:8]=2)[NH:3][C:2]=1[C:10]1[CH:11]=[CH:12][C:13]([O:19][CH3:20])=[C:14]([NH2:16])[CH:15]=1. Procedure: 5-(3H-Imidazo[4,5-b]pyridin-2-yl)-2-methoxy-nitrobenzene (7.0 g, 26 mmol) was dissolved in 200 mL acetic acid, and zinc powder (35 g, 535 mmol) was added in portions. The zinc was added at such a rate as to keep the temperature of the reaction mixture under 40° C. After complete addition, the reaction mixture was stirred for 3 hours and filtered to give solid. The solids wee washed with water and acetic acid. The filtrate was rotary evaporated in vacuo, and the residue was partitioned between 1 ...